This data is from the Open Reaction Database (ORD), a public repository of structured organic reaction records. The task is: describe an organic reaction: reactants, conditions, products, and yield Reactants: COC1=C(C=CC=C1)CC(=O)NC1=CC(=CC=2N1N=C(N2)C2=CC=CC=C2)C2=CC=NC=C2 (2-(2-methoxy-phenyl)-N-(2-phenyl-7-pyridin-4-yl-[1,2,4]triazolo[1,5-a]pyridin-5-yl)-acetamide), CO (methanol), solution, [BH4-].[Li+] (lithiumborohydride), C[Si](Cl)(C)C (trimethylchlorosilane). Solvent: O1CCCC1 (tetrahydrofuran). Run at time 1 hour. The product is COC1=C(C=CC=C1)CCNC1=CC(=CC=2N1N=C(N2)C2=CC=CC=C2)C2=CC=NC=C2 ([2-(2-methoxy-phenyl)-ethyl]-(2-phenyl-7-pyridin-4-yl-[1,2,4]triazolo[1,5-a]pyridin-5-yl)-amine). Yield: 0.1%. As a reaction SMILES: [BH4-].[Li+].C[Si](C)(C)Cl.[CH3:8][O:9][C:10]1[CH:15]=[CH:14][CH:13]=[CH:12][C:11]=1[CH2:16][C:17]([NH:19][C:20]1[N:25]2[N:26]=[C:27]([C:29]3[CH:34]=[CH:33][CH:32]=[CH:31][CH:30]=3)[N:28]=[C:24]2[CH:23]=[C:22]([C:35]2[CH:40]=[CH:39][N:38]=[CH:37][CH:36]=2)[CH:21]=1)=O.CO>O1CCCC1>[CH3:8][O:9][C:10]1[CH:15]=[CH:14][CH:13]=[CH:12][C:11]=1[CH2:16][CH2:17][NH:19][C:20]1[N:25]2[N:26]=[C:27]([C:29]3[CH:34]=[CH:33][CH:32]=[CH:31][CH:30]=3)[N:28]=[C:24]2[CH:23]=[C:22]([C:35]2[CH:36]=[CH:37][N:38]=[CH:39][CH:40]=2)[CH:21]=1 |f:0.1|. Procedure details: To 10 ml of a 1 molar solution of lithiumborohydride in tetrahydrofuran were added 2.17 g (0.02 mol) trimethylchlorosilane. After stirring for one hour at room temperature the suspension was added dropwise to a suspension of 0.11 g (0.25 mol) 2-(2-methoxy-phenyl)-N-(2-phenyl-7-pyridin-4-yl-[1,2,4]triazolo[1,5-a]pyridin-5-yl)-acetamide and the mixture heated for 18 hours at 50° C. Then 5 ml methanol were slowly added, the solvents were distilled off and the residue taken up in ethylacetate. The s...